Task: describe an organic reaction: reactants, conditions, products, and yield. Dataset: the Open Reaction Database (ORD), a public repository of structured organic reaction records Starting materials: COC1=CC=C(C=C1)S (4-Methoxybenzenethiol), CCOC=C(C(=O)OCC)C(=O)OCC (diethyl ethoxymethylene malonate), O.S(=O)(=O)(O)[O-].[Na+] (sodium hydrogen sulfate monohydrate), ice water. Conditions: temperature 166 celsius, time 2 hour. Yields the product COC1=CC=C(C=C1)SC=C(C(=O)OCC)C(=O)OCC (Diethyl 2-(4-methoxy-phenylsulfanylmethylene)-malonate). As a reaction SMILES: [CH3:1][O:2][C:3]1[CH:8]=[CH:7][C:6]([SH:9])=[CH:5][CH:4]=1.CCO[CH:13]=[C:14]([C:20]([O:22][CH2:23][CH3:24])=[O:21])[C:15]([O:17][CH2:18][CH3:19])=[O:16].O.S([O-])(O)(=O)=O.[Na+]>>[CH3:1][O:2][C:3]1[CH:8]=[CH:7][C:6]([S:9][CH:13]=[C:14]([C:15]([O:17][CH2:18][CH3:19])=[O:16])[C:20]([O:22][CH2:23][CH3:24])=[O:21])=[CH:5][CH:4]=1 |f:2.3.4|. Reported procedure: 4-Methoxybenzenethiol (X-1; 5 g, 0.0357 mol), diethyl ethoxymethylene malonate (7.3 ml) and sodium hydrogen sulfate monohydrate (100 mg) were heated with stirring in an oil bath at 166° C. for 2 h. After cooling, ice water was added to the reaction mixture and extracted with ether. The crude product was purified by silica gel (250 g) and ethyl acetate/hexane (1:4) to give compound (XI-1) (5.7 g, 51%) as an oil. NMR(CDCl3):1.29(3H,t, J=7.1), 1.38(3H, t, J=7.1), 3.83(3H, s), 4.23(2H, q, J=7.1), 4.... Reactants: CCO, [Cl-], Cl, Cl, [K+], [OH-], c1ccc(C2=NN(c3ccccc3)N(c3ccccc3)[NH2+]2)cc1. Yields the product [Cl-], c1ccc(C2=NN(c3ccccc3)N(c3ccccc3)[NH2+]2)cc1. As a reaction SMILES: [CH2:29]([OH:30])[CH3:31].[Cl-:2].[ClH:1].[ClH:28].[K+:27].[OH-:26].[c:3]1([N:9]2[NH2+:10][C:11]([c:20]3[cH:21][cH:22][cH:23][cH:24][cH:25]3)=[N:12][N:13]2[c:14]2[cH:15][cH:16][cH:17][cH:18][cH:19]2)[cH:4][cH:5][cH:6][cH:7][cH:8]1>>[Cl-:1].[c:3]1([N:9]2[N:10]=[C:11]([c:20]3[cH:21][cH:22][cH:23][cH:24][cH:25]3)[NH2+:12][N:13]2[c:14]2[cH:15][cH:16][cH:17][cH:18][cH:19]2)[cH:4][cH:5][cH:6][cH:7][cH:8]1. Starting materials: ClC=1NC=2C=CC=C3CCCC(N1)C23 (2-chloro-3a,4,5,6-tetrahydroperimidine), CN1CCN(CC1)CCCN (N-methyl-N'-aminopropylpiperazine), CCOCC (ether). Solvent: CC(=O)C (acetone). Conditions: time 24 hour. Yields the product O.Cl.CN1CCN(CC1)CCCNC=1NC=2C=CC=C3CCCC(N1)C23 (2-(4-methylpiperazinopropylamino)-3a,4,5,6-tetrahydro-perimidine hydrochloride hydrate). The yield is 55.6%. Reaction SMILES: [Cl:1][C:2]1[NH:3][C:4]2[CH:5]=[CH:6][CH:7]=[C:8]3[C:14]=2[CH:12]([N:13]=1)[CH2:11][CH2:10][CH2:9]3.[CH3:15][N:16]1[CH2:21][CH2:20][N:19]([CH2:22][CH2:23][CH2:24][NH2:25])[CH2:18][CH2:17]1.CC[O:28]CC>CC(C)=O>[OH2:28].[ClH:1].[CH3:15][N:16]1[CH2:21][CH2:20][N:19]([CH2:22][CH2:23][CH2:24][NH:25][C:2]2[NH:3][C:4]3[CH:5]=[CH:6][CH:7]=[C:8]4[C:14]=3[CH:12]([N:13]=2)[CH2:11][CH2:10][CH2:9]4)[CH2:18][CH2:17]1 |f:4.5.6|. Procedure details: 10.3 g (0.05 mol) of 2-chloro-3a,4,5,6-tetrahydroperimidine and 8.6 g (0.055 mol) of N-methyl-N'-aminopropylpiperazine in 50 ml of acetone are heated to 55° C. for 2 hours. After cooling, 50 ml of ether are added and the reaction mixture is placed in a refrigerator for 24 hours. The crystals which have precipitated are filtered off and rinsed with ether. 10.6 g (55.6% of theory) of 2-(4-methylpiperazinopropylamino)-3a,4,5,6-tetrahydro-perimidine hydrochloride hydrate are thereby obtained. Meltin... Starting materials: C=O, CCOc1ccc(-n2c(C3CNCCN3C(=O)Cc3ccc(F)c(C(F)(F)F)c3)nc3ccccc3c2=O)cc1, CC(Cl)Cl, ClCCl. Yields the product CCOc1ccc(-n2c(C3CN(C)CCN3C(=O)Cc3ccc(F)c(C(F)(F)F)c3)nc3ccccc3c2=O)cc1. As a reaction SMILES: [CH2:1]=[O:2].[CH2:3]([CH3:4])[O:5][c:6]1[cH:7][cH:8][c:9](-[n:12]2[c:13]([CH:23]3[N:24]([C:29]([CH2:30][c:31]4[cH:32][c:33]([C:38]([F:39])([F:40])[F:41])[c:34]([F:37])[cH:35][cH:36]4)=[O:42])[CH2:25][CH2:26][NH:27][CH2:28]3)[n:14][c:15]3[cH:16][cH:17][cH:18][cH:19][c:20]3[c:21]2=[O:22])[cH:10][cH:11]1.[Cl:43][CH:44]([Cl:45])[CH3:46].[Cl:47][CH2:48][Cl:49]>>[CH3:1][N:27]1[CH2:26][CH2:25][N:24]([C:29]([CH2:30][c:31]2[cH:32][c:33]([C:38]([F:39])([F:40])[F:41])[c:34]([F:37])[cH:35][cH:36]2)=[O:42])[CH:23]([c:13]2[n:12](-[c:9]3[cH:8][cH:7][c:6]([O:5][CH2:3][CH3:4])[cH:11][cH:10]3)[c:21](=[O:22])[c:20]3[c:15]([n:14]2)[cH:16][cH:17][cH:18][cH:19]3)[CH2:28]1. Reactants: C(C1=CC=CC=C1)OC(=O)NCCCC[C@H](NS(=O)(=O)C)C(=O)NC[C@H](CC1(CCCC1)C(=O)N[C@@H](CC1=CC=C(C=C1)O)C(=O)O)C(=O)O ((S,S,S)-N-(1-[3-(N6-benzyloxycarbonyl-N2-mesyllysylamino)-2-carboxypropyl]-1-cyclopentylcarbonyl)tyrosine), O (water). The reagents and catalysts are [Pd] (palladium-on-carbon). Solvent: C(C)(=O)OCC (ethyl acetate). Reaction conditions: time 18 hour. Product: O.C(=O)(O)[C@@H](CC1(CCCC1)C(=O)N[C@@H](CC1=CC=C(C=C1)O)C(=O)O)CNC([C@@H](NS(=O)(=O)C)CCCCN)=O ((S,S,S)-N-(1-[2-Carboxy-3-(N2-mesyllysylamino)propyl]-1-cyclopentylcarbonyl)tyrosine hydrate). Isolated yield 60.5%. As a reaction SMILES: C([O:8]C([NH:11][CH2:12][CH2:13][CH2:14][CH2:15][C@@H:16]([C:22]([NH:24][CH2:25][C@@H:26]([C:48]([OH:50])=[O:49])[CH2:27][C:28]1([C:33]([NH:35][C@H:36]([C:45]([OH:47])=[O:46])[CH2:37][C:38]2[CH:43]=[CH:42][C:41]([OH:44])=[CH:40][CH:39]=2)=[O:34])[CH2:32][CH2:31][CH2:30][CH2:29]1)=[O:23])[NH:17][S:18]([CH3:21])(=[O:20])=[O:19])=O)C1C=CC=CC=1.O>C(OCC)(=O)C.[Pd]>[OH2:8].[C:48]([C@H:26]([CH2:25][NH:24][C:22](=[O:23])[C@H:16]([CH2:15][CH2:14][CH2:13][CH2:12][NH2:11])[NH:17][S:18]([CH3:21])(=[O:20])=[O:19])[CH2:27][C:28]1([C:33]([NH:35][C@H:36]([C:45]([OH:47])=[O:46])[CH2:37][C:38]2[CH:43]=[CH:42][C:41]([OH:44])=[CH:40][CH:39]=2)=[O:34])[CH2:32][CH2:31][CH2:30][CH2:29]1)([OH:50])=[O:49] |f:4.5|. Reported procedure: A solution of (S,S,S)-N-(1-[3-(N6-benzyloxycarbonyl-N2-mesyllysylamino)-2-carboxypropyl]-1-cyclopentylcarbonyl)tyrosine (see Preparation 9) (351 g) in ethyl acetate (1300 ml) was added to water (385 ml) and the two phase mixture hydrogenated at 414 kPa (60 psi) and room temperature over a 5% palladium-on-carbon catalyst (35 g) for 20 hours. The catalyst was filtered off, the aqueous phase separated and concentrated to low volume under reduced pressure. The viscous solution was poured into methan... Reactants: [Cl-].O[NH3+] (hydroxylammonium chloride), C(O)([O-])=O.[Na+] (sodium hydrogen carbonate), OC(C)(C)C1CCC(CC1)N1C=2N(C(=C(C1=O)CC1=CC=C(C=C1)C=1C(=CC=CC1)C#N)CCC)N=CN2 (4′-({4-[4-(1-hydroxy-1-methylethyl)cyclohexyl]-5-oxo-7-propyl-4,5-dihydro[1,2,4]triazolo[1,5-a]pyrimidin-6-yl}methyl)biphenyl-2-carbonitrile). Solvent: CS(=O)C (dimethyl sulfoxide), CS(=O)C (dimethyl sulfoxide), C(C)(=O)OCC (ethyl acetate). Run at temperature 60 celsius, time 30 minute. Yields the product OC(C)(C)C1CCC(CC1)N1C=2N(C(=C(C1=O)CC1=CC=C(C=C1)C1=C(C=CC=C1)C1=NOC(N1)=O)CCC)N=CN2 (4-[4-(1-hydroxy-1-methylethyl)cyclohexyl]-6-{[2′-(5-oxo-4,5-dihydro-1,2,4-oxadiazol-3-yl)biphenyl-4-yl]methyl}-7-propyl[1,2,4]triazolo[1,5-a]pyrimidin-5(4H)-one), compound. Yield: 33.0%. Reaction SMILES: [Cl-].O[NH3+:3].[C:4](=[O:7])([O-])[OH:5].[Na+].[OH:9][C:10]([CH:13]1[CH2:18][CH2:17][CH:16]([N:19]2[C:24](=[O:25])[C:23]([CH2:26][C:27]3[CH:32]=[CH:31][C:30]([C:33]4[C:34]([C:39]#[N:40])=[CH:35][CH:36]=[CH:37][CH:38]=4)=[CH:29][CH:28]=3)=[C:22]([CH2:41][CH2:42][CH3:43])[N:21]3[N:44]=[CH:45][N:46]=[C:20]23)[CH2:15][CH2:14]1)([CH3:12])[CH3:11]>CS(C)=O.C(OCC)(=O)C>[OH:9][C:10]([CH:13]1[CH2:18][CH2:17][CH:16]([N:19]2[C:24](=[O:25])[C:23]([CH2:26][C:27]3[CH:32]=[CH:31][C:30]([C:33]4[CH:38]=[CH:37][CH:36]=[CH:35][C:34]=4[C:39]4[NH:3][C:4](=[O:7])[O:5][N:40]=4)=[CH:29][CH:28]=3)=[C:22]([CH2:41][CH2:42][CH3:43])[N:21]3[N:44]=[CH:45][N:46]=[C:20]23)[CH2:15][CH2:14]1)([CH3:12])[CH3:11] |f:0.1,2.3|. Procedure details: A mixture of hydroxylammonium chloride (208 mg), sodium hydrogen carbonate (336 mg) and dimethyl sulfoxide (3 mL) was stirred at 60° C. for 30 min, a solution of 4′-({4-[4-(1-hydroxy-1-methylethyl)cyclohexyl]-5-oxo-7-propyl-4,5-dihydro[1,2,4]triazolo[1,5-a]pyrimidin-6-yl}methyl)biphenyl-2-carbonitrile (100 mg) in dimethyl sulfoxide (1 mL) was added, and the mixture was stirred at 90° C. for 16 hr. The reaction mixture was diluted with ethyl acetate, washed with water and then with saturated brin...